From a dataset of the Open Reaction Database (ORD), a public repository of structured organic reaction records. describe an organic reaction: reactants, conditions, products, and yield Reactants: OCCNCCN (N-(2-Hydroxyethyl)ethylenediamine), C(C)OC1=NC=C2C=3C(=CC=CC13)N1C(=CC=C1C2=O)[N+](=O)[O-] (4-ethoxy-10-nitro-7-oxo-7H-indolizino[7,6,5-de]isoquinoline). Solvent: CN(C=O)C (dimethylformamide). The product is OCCNCCNC1=NC=C2C=3C(=CC=CC13)N1C(=CC=C1C2=O)[N+](=O)[O-] (4-[2-(2-hydroxyethylamino)ethylamino]-10-nitro-7-oxo-7H-indolizino[7,6,5-de]isoquinoline). The yield is 85.5%. Reaction SMILES: [OH:1][CH2:2][CH2:3][NH:4][CH2:5][CH2:6][NH2:7].C(O[C:11]1[C:20]2[CH:19]=[CH:18][CH:17]=[C:16]3[N:21]4[C:25]([C:26](=[O:27])[C:14]([C:15]=23)=[CH:13][N:12]=1)=[CH:24][CH:23]=[C:22]4[N+:28]([O-:30])=[O:29])C>CN(C)C=O>[OH:1][CH2:2][CH2:3][NH:4][CH2:5][CH2:6][NH:7][C:11]1[C:20]2[CH:19]=[CH:18][CH:17]=[C:16]3[N:21]4[C:25]([C:26](=[O:27])[C:14]([C:15]=23)=[CH:13][N:12]=1)=[CH:24][CH:23]=[C:22]4[N+:28]([O-:30])=[O:29]. Procedure: N-(2-Hydroxyethyl)ethylenediamine (1.77 g) is added all at once to a solution, stirred and heated to 70° C., of 4-ethoxy-10-nitro-7-oxo-7H-indolizino[7,6,5-de]isoquinoline (5 g) in dimethylformamide (200 cc). The red solution thus obtained is allowed to return to ambient temperature (about 20° C.) in the course of 2 hours. A suspension of red crystals is thus obtained, to which distilled water (200 cc) is added. The crystals are filtered off and then washed with water (3 × 10 cc). After drying u...